Dataset: the Open Reaction Database (ORD), a public repository of structured organic reaction records. Task: describe an organic reaction: reactants, conditions, products, and yield As a reaction SMILES: [C:24]([n:25]1[cH:26][cH:27][n:28][cH:29]1)([n:30]1[cH:31][cH:32][n:33][cH:34]1)=[O:35].[CH2:36]([CH3:37])[NH:38][CH2:39][CH3:40].[F:1][C:2]([c:3]1[cH:4][cH:5][c:6](-[c:9]2[n:10][c:11]3[c:12]([n:13][cH:14][cH:15][cH:16]3)[n:17]2[CH2:18][C:19](=[O:20])[OH:21])[cH:7][cH:8]1)([F:22])[F:23].[O:41]1[CH2:42][CH2:43][CH2:44][CH2:45]1>>[F:1][C:2]([c:3]1[cH:4][cH:5][c:6](-[c:9]2[n:10][c:11]3[c:12]([n:13][cH:14][cH:15][cH:16]3)[n:17]2[CH2:18][C:19](=[O:20])[N:38]([CH2:36][CH3:37])[CH2:39][CH3:40])[cH:7][cH:8]1)([F:22])[F:23]. Reactants: O=C(n1ccnc1)n1ccnc1, CCNCC, O=C(O)Cn1c(-c2ccc(C(F)(F)F)cc2)nc2cccnc21, C1CCOC1. Yields the product CCN(CC)C(=O)Cn1c(-c2ccc(C(F)(F)F)cc2)nc2cccnc21. Yields the product O=P(c1ccccc1)(c1ccccc1)c1ccccc1. Starting materials: CCOC(=O)C=P(c1ccccc1)(c1ccccc1)c1ccccc1, C1COCCO1, COC(O)c1cc(=O)c(OCc2ccccc2)c[nH]1, Cc1ccc(S(=O)(=O)O)cc1. As a reaction SMILES: [C:31]([CH:32]=[P:37]([c:38]1[cH:39][cH:40][cH:41][cH:42][cH:43]1)([c:44]1[cH:45][cH:46][cH:47][cH:48][cH:49]1)[c:50]1[cH:51][cH:52][cH:53][cH:54][cH:55]1)([O:33][CH2:34][CH3:35])=[O:36].[O:56]1[CH2:57][CH2:58][O:59][CH2:60][CH2:61]1.[OH:12][CH:13]([c:14]1[nH:15][cH:16][c:17]([O:18][CH2:19][c:20]2[cH:21][cH:22][cH:23][cH:24][cH:25]2)[c:26](=[O:27])[cH:28]1)[O:29][CH3:30].[c:1]1([CH3:2])[cH:3][cH:4][c:5]([S:6]([OH:7])(=[O:8])=[O:9])[cH:10][cH:11]1>>[O:8]=[P:37]([c:38]1[cH:39][cH:40][cH:41][cH:42][cH:43]1)([c:44]1[cH:45][cH:46][cH:47][cH:48][cH:49]1)[c:50]1[cH:51][cH:52][cH:53][cH:54][cH:55]1. The reactants are O (Water), COC(=O)C1=CC2=C(NC(CO2)=O)C=C1 (7-methoxycarbonyl-3-oxo-3,4-dihydro-2H-1,4-benzoxazine), [H-].[Na+] (sodium hydride), C(C)I (ethyl iodide). The solvent is C(C)(=O)OCC (ethyl acetate), CN(C=O)C (dimethylformamide). Product: C(C)N1C(COC2=C1C=CC(=C2)C(=O)OC)=O (4-ethyl-7-methoxycarbonyl-3-oxo-3,4-dihydro-2H-1,4-benzoxazine). The yield is 26.4%. RXN SMILES: [CH3:1][O:2][C:3]([C:5]1[CH:15]=[CH:14][C:8]2[NH:9][C:10](=[O:13])[CH2:11][O:12][C:7]=2[CH:6]=1)=[O:4].[H-].[Na+].[CH2:18](I)[CH3:19].O>CN(C)C=O.C(OCC)(=O)C>[CH2:18]([N:9]1[C:8]2[CH:14]=[CH:15][C:5]([C:3]([O:2][CH3:1])=[O:4])=[CH:6][C:7]=2[O:12][CH2:11][C:10]1=[O:13])[CH3:19] |f:1.2|. Procedure details: To a solution of 7-methoxycarbonyl-3-oxo-3,4-dihydro-2H-1,4-benzoxazine [prepared in Preparation 4(1)] (1.0 g) in dimethylformamide (80 ml) were added 60% sodium hydride (in oil) (0.25 g) and ethyl iodide (1.0 g) and the mixture was stirred at room temperature for a day. Water was added to the reaction solution and extraction with ethyl acetate was conducted. The solvent was distilled off under reduced pressure and the resulting residue was recrystallized from ethyl acetate/hexane to give 4-ethy...